This data is from the Open Reaction Database (ORD), a public repository of structured organic reaction records. The task is: describe an organic reaction: reactants, conditions, products, and yield Starting materials: ClC=1C=C2C(=CNC2=CC1)CCC(=O)O (3-(5-chloro-3-1H-indolyl)propanoic acid), FC1=CC=C(C=C1)I (4-fluoroiodobenzene), C(=O)([O-])[O-].[K+].[K+] (K2CO3), CN1C(CCC1)=O (N-methyl-2-pyrrolidone). Solvent: O (water). Run at temperature 165 celsius. The product is ClC=1C=C2C(=CN(C2=CC1)C1=CC=C(C=C1)F)CCC(=O)O (3-[5-chloro-1-(4-fluorophenyl)-3-1H-indolyl]propanoic acid). Yield: 104.9%. Reaction SMILES: [Cl:1][C:2]1[CH:3]=[C:4]2[C:8](=[CH:9][CH:10]=1)[NH:7][CH:6]=[C:5]2[CH2:11][CH2:12][C:13]([OH:15])=[O:14].[F:16][C:17]1[CH:22]=[CH:21][C:20](I)=[CH:19][CH:18]=1.C([O-])([O-])=O.[K+].[K+].CN1CCCC1=O>O>[Cl:1][C:2]1[CH:3]=[C:4]2[C:8](=[CH:9][CH:10]=1)[N:7]([C:20]1[CH:21]=[CH:22][C:17]([F:16])=[CH:18][CH:19]=1)[CH:6]=[C:5]2[CH2:11][CH2:12][C:13]([OH:15])=[O:14] |f:2.3.4|. Reported procedure: A mixture of 3-(5-chloro-3-1H-indolyl)propanoic acid (17.5 g, 0.078 mol), 4-fluoroiodobenzene (20.8 g, 0.094 mol), Cul (2.4 g), K2CO3 (21.6 g, 0.16 mol) and N-methyl-2-pyrrolidone (0.20 L) was heated at 165° C. for 7 h. The reaction mixture was cooled to room temperature and water (0.25 L) was added. After acidification with concentrated hydrochloric acid, the mixture was extracted with diethyl ether (2×0.30 L) . The combined organic phases were washed with brine (3×0.40 L) and dried (Na2SO4). E...